This data is from the Open Reaction Database (ORD), a public repository of structured organic reaction records. The task is: describe an organic reaction: reactants, conditions, products, and yield Reactants: CCC(=S)C1=CC=CC=C1 (α-methylthioacetophenone), BrCC(=O)C1=CC2=C(OC(O2)(C)C)C=C1 (5-(2-bromoacetyl)-2,2-dimethyl-1,3-benzodioxole), C[S-].[Na+] (Sodium methanethiolate). Run in CO (methanol). Run at time 15 hour. Product: CC1(OC2=C(O1)C=CC(=C2)C(CSC)=O)C (2,2-Dimethyl-5-[2-(methylthio)acetyl]-1,3-benzodioxole). RXN SMILES: CC[C:3](C1C=CC=CC=1)=[S:4].Br[CH2:12][C:13]([C:15]1[CH:25]=[CH:24][C:18]2[O:19][C:20]([CH3:23])([CH3:22])[O:21][C:17]=2[CH:16]=1)=[O:14].C[S-].[Na+]>CO>[CH3:22][C:20]1([CH3:23])[O:19][C:18]2[CH:24]=[CH:25][C:15]([C:13](=[O:14])[CH2:12][S:4][CH3:3])=[CH:16][C:17]=2[O:21]1 |f:2.3|. Procedure: The procedure is as in Example 4 for the preparation of α-methylthioacetophenone, starting with a stirred solution of 5-(2-bromoacetyl)-2,2-dimethyl-1,3-benzodioxole (14.9 g) in methanol (150 cc). Sodium methanethiolate (3.8 g) is added in the course of 5 minutes at a temperature in the region of 20° C., and the mixture is left with stirring for 15 hours at the same temperature. 2,2-Dimethyl-5-[2-(methylthio)acetyl]-1,3-benzodioxole (11 g) is thereby obtained, and is used in the crude state in t... The reactants are C(C1=CC=CC=C1)N1C=NC=C1C1(CC2=CC=C(C=C2C1)F)CC (1-benzyl-5-(2-ethyl-5-fluoro-indan-2-yl)-imidazole), C(=O)[O-].[NH4+] (ammonium formate). The reagents and catalysts are [Pd] (Pd/C). Solvent: C(C)O (ethanol). Product: C(C)C1(CC2=CC=C(C=C2C1)F)C=1N=CNC1 (4-(2-ethyl-5-fluoro-indan-2-yl)-1H-imidazole). As a reaction SMILES: C([N:8]1[C:12]([C:13]2([CH2:23][CH3:24])[CH2:21][C:20]3[C:15](=[CH:16][CH:17]=[C:18]([F:22])[CH:19]=3)[CH2:14]2)=[CH:11][N:10]=[CH:9]1)C1C=CC=CC=1.C([O-])=O.[NH4+]>[Pd].C(O)C>[CH2:23]([C:13]1([C:12]2[N:8]=[CH:9][NH:10][CH:11]=2)[CH2:21][C:20]2[C:15](=[CH:16][CH:17]=[C:18]([F:22])[CH:19]=2)[CH2:14]1)[CH3:24] |f:1.2|. Procedure details: 53 mg of 1-benzyl-5-(2-ethyl-5-fluoro-indan-2-yl)-imidazole, 20 mg of Pd/C, 51 mg of ammonium formate and 2 ml of ethanol were added under nitrogen atmosphere into a round-bottomed flask equipped with a thermometer and a stirring bar. The reaction mixture was stirred at reflux temperature for 6 hours. The mixture was filtered and the filter (Celite™) was washed with ethanol. The reaction mixture was placed back into a round-bottomed flask and an additional 20 mg of Pd/C and 51 mg of ammonium for...